Dataset: the Open Reaction Database (ORD), a public repository of structured organic reaction records. Task: describe an organic reaction: reactants, conditions, products, and yield The reactants are CCOC(=O)CC1CCCCC1n1nc(-c2c(-c3ccccc3)nn3ccccc23)ccc1=O, [Na+], C1COCCO1, [OH-]. Product: O=C(O)CC1CCCCC1n1nc(-c2c(-c3ccccc3)nn3ccccc23)ccc1=O. As a reaction SMILES: [CH2:1]([CH3:2])[O:3][C:4](=[O:5])[CH2:6][CH:7]1[CH:8]([n:13]2[n:14][c:15](-[c:20]3[c:21](-[c:29]4[cH:30][cH:31][cH:32][cH:33][cH:34]4)[n:22][n:23]4[c:24]3[cH:25][cH:26][cH:27][cH:28]4)[cH:16][cH:17][c:18]2=[O:19])[CH2:9][CH2:10][CH2:11][CH2:12]1.[Na+:36].[O:37]1[CH2:38][CH2:39][O:40][CH2:41][CH2:42]1.[OH-:35]>>[O:3]=[C:4]([OH:5])[CH2:6][CH:7]1[CH:8]([n:13]2[n:14][c:15](-[c:20]3[c:21](-[c:29]4[cH:30][cH:31][cH:32][cH:33][cH:34]4)[n:22][n:23]4[c:24]3[cH:25][cH:26][cH:27][cH:28]4)[cH:16][cH:17][c:18]2=[O:19])[CH2:9][CH2:10][CH2:11][CH2:12]1. The reactants are [Si](C1=CC=CC=C1)(C1=CC=CC=C1)(C(C)(C)C)OCC1=NC=C(C(=C1)C)[N+](=O)[O-] (2-((tert-butyldiphenylsilyloxy)methyl)-4-methyl-5-nitropyridine), C(C)(=O)OCC (ethyl acetate). Reagents/catalysts: [Zn] (zinc). The solvent is [NH4+].[Cl-] (NH4Cl). Conditions: time 1 hour. The product is [Si](C1=CC=CC=C1)(C1=CC=CC=C1)(C(C)(C)C)OCC1=CC(=C(C=N1)N)C (6-((tert-butyldiphenylsilyloxy)methyl)-4-methylpyridin-3-amine). Reaction SMILES: [Si:1]([O:18][CH2:19][C:20]1[CH:25]=[C:24]([CH3:26])[C:23]([N+:27]([O-])=O)=[CH:22][N:21]=1)([C:14]([CH3:17])([CH3:16])[CH3:15])([C:8]1[CH:13]=[CH:12][CH:11]=[CH:10][CH:9]=1)[C:2]1[CH:7]=[CH:6][CH:5]=[CH:4][CH:3]=1.C(OCC)(=O)C>[NH4+].[Cl-].[Zn]>[Si:1]([O:18][CH2:19][C:20]1[N:21]=[CH:22][C:23]([NH2:27])=[C:24]([CH3:26])[CH:25]=1)([C:14]([CH3:16])([CH3:17])[CH3:15])([C:8]1[CH:13]=[CH:12][CH:11]=[CH:10][CH:9]=1)[C:2]1[CH:3]=[CH:4][CH:5]=[CH:6][CH:7]=1 |f:2.3|. Procedure details: To a solution of 2-((tert-butyldiphenylsilyloxy)methyl)-4-methyl-5-nitropyridine (1.5 g, 3.7 mmol) in 20 ml of sat. NH4Cl, were added zinc (1.7 g, 26 mmol) portionwise at 0° C. for 10 min. The reaction was stirred at the same temperature for 1 hr. The reaction was added with ethyl acetate (20 mL) and stirred for additional 1 hr. The organic layer was taken up, washed with H2O, and dried over MgSO4. The ethyl acetate was concentrated under vacuum to afford 6-((tert-butyldiphenylsilyloxy)methyl)-4...